Dataset: the Open Reaction Database (ORD), a public repository of structured organic reaction records. Task: describe an organic reaction: reactants, conditions, products, and yield Starting materials: ClCCCCCCOC=1C(=CC=C2C(=CC(NC12)=O)NC1=C(C=NC=C1C)C)OC (8-(6-chlorohexyloxy)-4-(3,5-dimethylpyridin-4-ylamino)-7-methoxyquinolin-2(1H)-one), ClCCCCCCOC=1C(=CC=C2C(=CC(NC12)=O)NC1=C(C=NC=C1C)C)OC (8-(6-chlorohexyloxy)-4-(3,5-dimethylpyridin-4-ylamino)-7-methoxyquinolin-2(1H)-one), N1CCCC1 (pyrrolidine). Product: CC=1C=NC=C(C1NC1=CC(NC2=C(C(=CC=C12)OC)OCCCCCCN1CCCC1)=O)C (4-(3,5-Dimethylpyridin-4-ylamino)-7-methoxy-8-(6-(pyrrolidin-1-yl)hexyloxy)quinolin-2(1H)-one). RXN SMILES: Cl[CH2:2][CH2:3][CH2:4][CH2:5][CH2:6][CH2:7][O:8][C:9]1[C:10]([O:29][CH3:30])=[CH:11][CH:12]=[C:13]2[C:18]=1[NH:17][C:16](=[O:19])[CH:15]=[C:14]2[NH:20][C:21]1[C:26]([CH3:27])=[CH:25][N:24]=[CH:23][C:22]=1[CH3:28].[NH:31]1[CH2:35][CH2:34][CH2:33][CH2:32]1>>[CH3:28][C:22]1[CH:23]=[N:24][CH:25]=[C:26]([CH3:27])[C:21]=1[NH:20][C:14]1[C:13]2[C:18](=[C:9]([O:8][CH2:7][CH2:6][CH2:5][CH2:4][CH2:3][CH2:2][N:31]3[CH2:35][CH2:34][CH2:33][CH2:32]3)[C:10]([O:29][CH3:30])=[CH:11][CH:12]=2)[NH:17][C:16](=[O:19])[CH:15]=1. Procedure details: The title compound was prepared from 8-(6-chlorohexyloxy)-4-(3,5-dimethylpyridin-4-ylamino)-7-methoxyquinolin-2(1H)-one (Intermediate 6) and pyrrolidine following the procedure outlined in Example 15 (modifications: 40° C., 18 h). 1H NMR (400 MHz, DMSO-d6; HCl salt): δ 10.51 (br, 1H), 9.73 (s, 1H), 8.58 (s, 1H), 8.44 (s, 2H), 7.92 (d, 1H), 7.03 (d, 1H), 4.63 (s, 1H), 3.97 (t, 2H), 3.90 (s, 3H), 3.46 (m, 2H), 3.06 (m, 2H), 2.93 (m, 2H), 2.15 (s, 6H), 1.95 (m, 2H), 1.84 (m, 2H), 1.76 (m, 2H), 1.67... The reactants are C1COCCO1, C1CCOC1, CC1(C)OB(c2ccc(NC(=O)NC3CC3)cc2)OC1(C)C, CC12COCCN1c1nc(Cl)ncc1N(CC(F)(F)F)C2=O, [Na+], O=C([O-])O. Yields the product CC12COCCN1c1nc(-c3ccc(NC(=O)NC4CC4)cc3)ncc1N(CC(F)(F)F)C2=O. Reaction SMILES: [CH2:50]1[O:51][CH2:52][CH2:53][O:54][CH2:55]1.[CH2:56]1[O:57][CH2:58][CH2:59][CH2:60]1.[CH:23]1([NH:26][C:27](=[O:28])[NH:29][c:30]2[cH:31][cH:32][c:33]([B:36]3[O:37][C:38]([CH3:39])([CH3:40])[C:41]([CH3:42])([CH3:43])[O:44]3)[cH:34][cH:35]2)[CH2:24][CH2:25]1.[Cl:1][c:2]1[n:3][c:4]2[c:9]([cH:10][n:11]1)[N:8]([CH2:12][C:13]([F:14])([F:15])[F:16])[C:7](=[O:17])[C:6]1([CH3:22])[N:5]2[CH2:21][CH2:20][O:19][CH2:18]1.[Na+:49].[O-:45][C:46]([OH:47])=[O:48]>>[c:2]1(-[c:33]2[cH:32][cH:31][c:30]([NH:29][C:27]([NH:26][CH:23]3[CH2:24][CH2:25]3)=[O:28])[cH:35][cH:34]2)[n:3][c:4]2[c:9]([cH:10][n:11]1)[N:8]([CH2:12][C:13]([F:14])([F:15])[F:16])[C:7](=[O:17])[C:6]1([CH3:22])[N:5]2[CH2:21][CH2:20][O:19][CH2:18]1. The reactants are NC1=C(C=C(C(=O)O)C=C1)OC (4-Amino-3-methoxybenzoic acid), C(=O)(OC(C)(C)C)NC1=CC=C(C(=O)O)C=C1 (N-BOC-4-aminobenzoic acid). Yields the product C(=O)(OC(C)(C)C)NC1=C(C=C(C(=O)O)C=C1)OC (N-BOC-4-Amino-3-methoxybenzoic acid). As a reaction SMILES: [NH2:1][C:2]1[CH:10]=[CH:9][C:5]([C:6]([OH:8])=[O:7])=[CH:4][C:3]=1[O:11][CH3:12].[C:13](NC1C=CC(C(O)=O)=CC=1)([O:15][C:16]([CH3:19])([CH3:18])[CH3:17])=[O:14]>>[C:13]([NH:1][C:2]1[CH:10]=[CH:9][C:5]([C:6]([OH:8])=[O:7])=[CH:4][C:3]=1[O:11][CH3:12])([O:15][C:16]([CH3:19])([CH3:18])[CH3:17])=[O:14]. Reported procedure: 4-Amino-3-methoxybenzoic acid (1 g, 5.98 mmol) was reacted according to the same procedure as that used in the process for preparing N-BOC-4-aminobenzoic acid. The resulting solid was recrystallized from ethyl acetate and hexanes to provide the desired product (1.5 g) as tan crystals: m.p. 176-178° C.; 1H NMR (CD3OD) d 1.52 (9H, s), 3.92 (3H, s), 7.56 (1H, s), 7.62 (1H, d, J=8.4 Hz), 7.96 (1H, s), 8.03 (1H, d, J=8.4 Hz); 13C NMR (CD3OD) d 28.53, 56.35, 81.78, 112.01, 118.58, 124.20, 125.76, 133.... Procedure details: A solution of 0.20 g of 1-[(2'-methoxyaminocarbonylbiphenyl-4-yl)methyl]-2-butyl-4-chloro-5-(2-methoxyethoxymethoxymethyl)imidazole in 60 ml of 1.5M aqueous tetrafluoroboric acid/acetonitrile was stirred for 20 hours at 25°. The reaction mixture was poured into dilute sodium bicarbonate solution, and the resulting mixture was extracted with diethyl ether. The combined organic phases were washed with brine, dried over anhydrous sodium sulfate, filtered, and concentrated. Column chromatography (el... Solvent: F[B-](F)(F)F.[H+].C(C)#N (tetrafluoroboric acid acetonitrile). As a reaction SMILES: [CH3:1][O:2][NH:3][C:4]([C:6]1[CH:11]=[CH:10][CH:9]=[CH:8][C:7]=1[C:12]1[CH:17]=[CH:16][C:15]([CH2:18][N:19]2[C:23]([CH2:24][O:25]COCCOC)=[C:22]([Cl:32])[N:21]=[C:20]2[CH2:33][CH2:34][CH2:35][CH3:36])=[CH:14][CH:13]=1)=[O:5].C(=O)(O)[O-].[Na+]>F[B-](F)(F)F.[H+].C(#N)C>[CH3:1][O:2][NH:3][C:4]([C:6]1[CH:11]=[CH:10][CH:9]=[CH:8][C:7]=1[C:12]1[CH:17]=[CH:16][C:15]([CH2:18][N:19]2[C:23]([CH2:24][OH:25])=[C:22]([Cl:32])[N:21]=[C:20]2[CH2:33][CH2:34][CH2:35][CH3:36])=[CH:14][CH:13]=1)=[O:5] |f:1.2,3.4.5|. The yield is 66.3%. The reactants are CONC(=O)C1=C(C=CC=C1)C1=CC=C(C=C1)CN1C(=NC(=C1COCOCCOC)Cl)CCCC (1-[(2'-methoxyaminocarbonylbiphenyl-4-yl)methyl]-2-butyl-4-chloro-5-(2-methoxyethoxymethoxymethyl)imidazole), C([O-])(O)=O.[Na+] (sodium bicarbonate). The product is CONC(=O)C1=C(C=CC=C1)C1=CC=C(C=C1)CN1C(=NC(=C1CO)Cl)CCCC (1-[(2'-methoxyaminocarbonylbiphenyl-4-yl)methyl]-2-butyl-4-chloro-5-hydroxymethylimidazole). Reactants: IC=1C=C2CC(CC2=CC1)NS(=O)(=O)C(C)C (N-(5-iodo-2,3-dihydro-1H-inden-2-yl)-2-propanesulfonamide), C(C)(=O)C=1C=C(C=CC1)B(O)O ((3-acetylphenyl)boronic acid). Yields the product C(C)(=O)C=1C=C(C=CC1)C=1C=C2CC(CC2=CC1)NS(=O)(=O)C(C)C (N-[5-(3-acetylphenyl)-2,3-dihydro-1H-inden-2-yl]-2-propanesulfonamide). As a reaction SMILES: I[C:2]1[CH:3]=[C:4]2[C:8](=[CH:9][CH:10]=1)[CH2:7][CH:6]([NH:11][S:12]([CH:15]([CH3:17])[CH3:16])(=[O:14])=[O:13])[CH2:5]2.[C:18]([C:21]1[CH:22]=[C:23](B(O)O)[CH:24]=[CH:25][CH:26]=1)(=[O:20])[CH3:19]>>[C:18]([C:21]1[CH:26]=[C:25]([C:2]2[CH:3]=[C:4]3[C:8](=[CH:9][CH:10]=2)[CH2:7][CH:6]([NH:11][S:12]([CH:15]([CH3:17])[CH3:16])(=[O:14])=[O:13])[CH2:5]3)[CH:24]=[CH:23][CH:22]=1)(=[O:20])[CH3:19]. Procedure details: The title compound was prepared from Intermediate 2 and (3-acetylphenyl)boronic acid (Sigma Aldrich Company Ltd.) using the method of Example 1; mass spectrum (API+): Found 358 (MH+), C20H23NO3S requires 357; 1H-NMR (400 MHz, CDCl3): 1.42 (6H, d, J=7 Hz), 2.66 (3H, s), 2.99 (2H, m), 3.20 (1H, m), 3.35 (2H, m), 4.29 (2H, m), 7.32 (1H, m), 7.46 (2H, m), 7.56 (1H, m), 7.76 (1H, m), 7.92 (1H, m), 8.14 (1H, m).